From a dataset of the Open Reaction Database (ORD), a public repository of structured organic reaction records. describe an organic reaction: reactants, conditions, products, and yield Reactants: CC[SiH](CC)CC, ClCCl, O=C(O)C(F)(F)F, CN(C)CCCNc1ncnc2c1cnn2-c1ccc(OCCCc2ccc(N3CCc4cccc(C(=O)Nc5nc6ccccc6s5)c4C3)nc2C(=O)OC(C)(C)C)cc1. The product is O=C(O)C(F)(F)F, CN(C)CCCNc1ncnc2c1cnn2-c1ccc(OCCCc2ccc(N3CCc4cccc(C(=O)Nc5nc6ccccc6s5)c4C3)nc2C(=O)O)cc1. RXN SMILES: [CH2:62]([SiH:63]([CH2:64][CH3:65])[CH2:66][CH3:67])[CH3:68].[Cl:76][CH2:77][Cl:78].[F:69][C:70]([C:71](=[O:72])[OH:73])([F:74])[F:75].[s:1]1[c:2]([NH:10][C:11](=[O:12])[c:13]2[cH:14][cH:15][cH:16][c:17]3[c:22]2[CH2:21][N:20]([c:23]2[cH:24][cH:25][c:26]([CH2:36][CH2:37][CH2:38][O:39][c:40]4[cH:41][cH:42][c:43](-[n:46]5[n:47][cH:48][c:49]6[c:50]5[n:51][cH:52][n:53][c:54]6[NH:55][CH2:56][CH2:57][CH2:58][N:59]([CH3:60])[CH3:61])[cH:44][cH:45]4)[c:27]([C:29](=[O:30])[O:31][C:32]([CH3:33])([CH3:34])[CH3:35])[n:28]2)[CH2:19][CH2:18]3)[n:3][c:4]2[c:5]1[cH:6][cH:7][cH:8][cH:9]2>>[F:69][C:70]([C:71](=[O:72])[OH:73])([F:74])[F:75].[s:1]1[c:2]([NH:10][C:11](=[O:12])[c:13]2[cH:14][cH:15][cH:16][c:17]3[c:22]2[CH2:21][N:20]([c:23]2[cH:24][cH:25][c:26]([CH2:36][CH2:37][CH2:38][O:39][c:40]4[cH:41][cH:42][c:43](-[n:46]5[n:47][cH:48][c:49]6[c:50]5[n:51][cH:52][n:53][c:54]6[NH:55][CH2:56][CH2:57][CH2:58][N:59]([CH3:60])[CH3:61])[cH:44][cH:45]4)[c:27]([C:29](=[O:30])[OH:31])[n:28]2)[CH2:19][CH2:18]3)[n:3][c:4]2[c:5]1[cH:6][cH:7][cH:8][cH:9]2. Reactants: C(=O)(O)CCCCC[N+]1=C(C(C2=CC(=CC=C12)S(=O)(=O)O)(CCCS(=O)(=O)O)C)\C=C\NC1=CC=CC=C1 (1-(5-carboxypentyl)-3-methyl-2-((E)-2-phenylamino-vinyl)-5-sulfo-3-(3-sulfopropyl)-3H-indolium), COCCOCC[N+]1=C(C(C2=CC(=CC=C12)S(=O)(=O)O)(CCCS(=O)(=O)O)C)C (1-[2-(2-methoxy-ethoxy)-ethyl]-2,3-dimethyl-5-sulfo-3-(3-sulfo-propyl)-3H-indolium), COCCOCC[N+]1=C(C(C2=CC(=CC=C12)S(=O)(=O)O)(CCCS(=O)(=O)O)C)C (1-[2-(2-methoxy-ethoxy)-ethyl]-2,3-dimethyl-5-sulfo-3-(3-sulfo-propyl)-3H-indolium), COCCOCC[N+]1=C(C(C2=CC(=CC=C12)S(=O)(=O)O)(CCCS(=O)(=O)O)C)C (1-[2-(2-methoxy-ethoxy)-ethyl]-2,3-dimethyl-5-sulfo-3-(3-sulfo-propyl)-3H-indolium), C(C)OCC (diethylether), C(C)(=O)[O-].[Na+] (sodium acetate). The solvent is C(C)(=O)O.C(C)(=O)OC(C)=O (acetic acid acetic anhydride). Product: [Na+].[Na+].[Na+].C(=O)(O)CCCCCN1\C(\C(C2=CC(=CC=C12)S(=O)(=O)O)(CCCS(=O)(=O)O)C)=C\C=C\C1=[N+](C2=CC=C(C=C2C1(CCCS(=O)(=O)O)C)S(=O)(=O)O)CCOCCOC (2-{(E)-3-[1-(5-carboxypentyl)-3-methyl-5-sulfo-3-(3-sulfopropyl)-1,3-dihydro-indol-(2E)-ylidene]-propenyl}-1-[2-(2-methoxy-ethoxy)-ethyl]-3-methyl-5-sulfo-3-(3-sulfo-propyl)-3H-indolium tri sodium salt). Reaction SMILES: [C:1]([CH2:4][CH2:5][CH2:6][CH2:7][CH2:8][N+:9]1[C:17]2[C:12](=[CH:13][C:14]([S:18]([OH:21])(=[O:20])=[O:19])=[CH:15][CH:16]=2)[C:11]([CH3:29])([CH2:22][CH2:23][CH2:24][S:25]([OH:28])(=[O:27])=[O:26])[C:10]=1/[CH:30]=[CH:31]/NC1C=CC=CC=1)([OH:3])=[O:2].[CH3:39][O:40][CH2:41][CH2:42][O:43][CH2:44][CH2:45][N+:46]1[C:54]2[C:49](=[CH:50][C:51]([S:55]([OH:58])(=[O:57])=[O:56])=[CH:52][CH:53]=2)[C:48]([CH3:66])([CH2:59][CH2:60][CH2:61][S:62]([OH:65])(=[O:64])=[O:63])[C:47]=1[CH3:67].C([O-])(=O)C.[Na+:72].C(OCC)C>C(O)(=O)C.C(OC(=O)C)(=O)C>[Na+:72].[Na+:72].[Na+:72].[C:1]([CH2:4][CH2:5][CH2:6][CH2:7][CH2:8][N:9]1[C:17]2[C:12](=[CH:13][C:14]([S:18]([OH:21])(=[O:20])=[O:19])=[CH:15][CH:16]=2)[C:11]([CH3:29])([CH2:22][CH2:23][CH2:24][S:25]([OH:28])(=[O:26])=[O:27])/[C:10]/1=[CH:30]\[CH:31]=[CH:67]\[C:47]1[C:48]([CH3:66])([CH2:59][CH2:60][CH2:61][S:62]([OH:65])(=[O:64])=[O:63])[C:49]2[C:54](=[CH:53][CH:52]=[C:51]([S:55]([OH:58])(=[O:56])=[O:57])[CH:50]=2)[N+:46]=1[CH2:45][CH2:44][O:43][CH2:42][CH2:41][O:40][CH3:39])([OH:3])=[O:2] |f:2.3,5.6,7.8.9.10|. Reported procedure: Both 1 mmol 1-(5-carboxypentyl)-3-methyl-2-((E)-2-phenylamino-vinyl)-5-sulfo-3-(3-sulfopropyl)-3H-indolium and 1 mmol 1-[2-(2-methoxy-ethoxy)-ethyl]-2,3-dimethyl-5-sulfo-3-(3-sulfo-propyl)-3H-indolium were dissolved in 20 ml acetic acid/acetic anhydride (1/1) followed by the addition of 200 mg sodium acetate. The solution was stirred under reflux for 15 min. After cooling to room temperature, 20 ml diethylether was added. The resulting precipitate (mixture of the diastereomers 550-1 compound 2 a... Starting materials: N1C=C(C=2C1=NC=CC2)C=C2C(C(=C(O2)NCC2=C(C=CC=C2)F)C(=O)OC)=O (Methyl 5-[(1H-pyrrolo[2,3-b]pyridin-3-yl)methylene]-2-[(2-fluorobenzyl)amino]-4-oxo-4,5-dihydrofuran-3-carboxylate), [OH-].[K+] (potassium hydroxide). Solvent: C(C)O (ethanol). The product is N1C=C(C=2C1=NC=CC2)C=C2OC(=CC2=O)NCC2=C(C=CC=C2)F (2-[(1H-Pyrrolo[2,3-b]pyridin-3-yl)methylene]-5-[(2-fluorobenzyl)amino]furan-3(2H)-one). The yield is 14.3%. Reaction SMILES: [NH:1]1[C:5]2=[N:6][CH:7]=[CH:8][CH:9]=[C:4]2[C:3]([CH:10]=[C:11]2[O:15][C:14]([NH:16][CH2:17][C:18]3[CH:23]=[CH:22][CH:21]=[CH:20][C:19]=3[F:24])=[C:13](C(OC)=O)[C:12]2=[O:29])=[CH:2]1.[OH-].[K+]>C(O)C>[NH:1]1[C:5]2=[N:6][CH:7]=[CH:8][CH:9]=[C:4]2[C:3]([CH:10]=[C:11]2[C:12](=[O:29])[CH:13]=[C:14]([NH:16][CH2:17][C:18]3[CH:23]=[CH:22][CH:21]=[CH:20][C:19]=3[F:24])[O:15]2)=[CH:2]1 |f:1.2|. Procedure: To a solution of the compound (0.10 g, 0.25 mmol) of Example 101 in ethanol (4.0 mL), 50% potassium hydroxide solution (2.0 mL, 0.036 mol) was added at ambient temperature. The mixture was refluxed for 2 h. Cooled to ambient temperature, the solvent was removed under reduced pressure. Water was added to this residue, the mixture was washed with ethyl acetate then 1M hydrochloric acid was added to adjust pH to acidic, and then extracted with ethyl acetate. The organic layer was dried over sodium ... Yields the product Cc1nc2ccccc2n1C. Reactants: CI, CC(C)=O, Cc1nc2ccccc2[nH]1, [K+], [OH-], O. RXN SMILES: [CH3:13][I:14].[CH3:16][C:17](=[O:18])[CH3:19].[CH3:1][c:2]1[nH:3][c:4]2[c:5]([n:6]1)[cH:7][cH:8][cH:9][cH:10]2.[K+:12].[OH-:11].[OH2:15]>>[CH3:1][c:2]1[n:3]([CH3:13])[c:4]2[c:5]([n:6]1)[cH:7][cH:8][cH:9][cH:10]2. Reactants: 30.7, ICCCC(C1=CC=C(C=C1)F)C1=CC=C(C=C1)F (1,1'-(4-iodobutylidene)bis[4-fluorobenzene]), CC1(OCC2N1CCNC2)C (hexahydro-3,3-dimethyl-1H-oxazolo-[3,4-a]pyrazine), C([O-])([O-])=O.[Na+].[Na+] (sodium carbonate). Run in CN(C=O)C (N,N-dimethylformamide). Reaction conditions: temperature 70 celsius, time 5 hour. The product is FC1=CC=C(C=C1)C(CCCN1CC2N(CC1)C(OC2)(C)C)C2=CC=C(C=C2)F (7-[4,4-bis(4-fluorophenyl)butyl]hexahydro-3,3-dimethyl-1H-oxazolo[3,4-a]pyrazine), intermediate 94. As a reaction SMILES: I[CH2:2][CH2:3][CH2:4][CH:5]([C:13]1[CH:18]=[CH:17][C:16]([F:19])=[CH:15][CH:14]=1)[C:6]1[CH:11]=[CH:10][C:9]([F:12])=[CH:8][CH:7]=1.[CH3:20][C:21]1([CH3:30])[N:25]2[CH2:26][CH2:27][NH:28][CH2:29][CH:24]2[CH2:23][O:22]1.C(=O)([O-])[O-].[Na+].[Na+]>CN(C)C=O>[F:12][C:9]1[CH:10]=[CH:11][C:6]([CH:5]([C:13]2[CH:18]=[CH:17][C:16]([F:19])=[CH:15][CH:14]=2)[CH2:4][CH2:3][CH2:2][N:28]2[CH2:27][CH2:26][N:25]3[C:21]([CH3:30])([CH3:20])[O:22][CH2:23][CH:24]3[CH2:29]2)=[CH:7][CH:8]=1 |f:2.3.4|. Procedure: A mixture of 30.7 parts of 1,1'-(4-iodobutylidene)bis[4-fluorobenzene], 11.5 parts of hexahydro-3,3-dimethyl-1H-oxazolo-[3,4-a]pyrazine, 14.8 parts of sodium carbonate and 270 parts of N,N-dimethylformamide was stirred for 5 hours at about 70° C. The reaction mixture was cooled overnight to room temperature and the solvent was evaporated. The residue was dissolved in trichloromethane. The organic phase was washed with water, dried, filtered and evaporated, yielding 34 parts of 7-[4,4-bis(4-fluor... The reactants are FC(C1NCCC1)(F)F (2-(trifluoromethyl)pyrrolidine), ClCC(=O)Cl (chloroacetyl chloride). Solvent: C(Cl)Cl (DCM). Run at time 1 hour. Product: ClCC(=O)N1C(CCC1)C(F)(F)F (2-Chloro-1-(2-(trifluoromethyl)pyrrolidin-1-yl)ethanone). RXN SMILES: [F:1][C:2]([F:9])([F:8])[CH:3]1[CH2:7][CH2:6][CH2:5][NH:4]1.[Cl:10][CH2:11][C:12](Cl)=[O:13]>C(Cl)Cl>[Cl:10][CH2:11][C:12]([N:4]1[CH2:5][CH2:6][CH2:7][CH:3]1[C:2]([F:9])([F:8])[F:1])=[O:13]. Procedure details: A solution of 2-(trifluoromethyl)pyrrolidine (500 mg, 3.59 mmol) in DCM (10 ml) was treated with chloroacetyl chloride (0.31 ml, 3.77 mmol) and stirred at RT for 1 h. The resulting mixture was concentrated in vacuo to afford the title compound as a yellow oil which was used without further purification; 1H NMR (400 MHz, CDCl3) δ 4.84 (1H, m), 4.11 (2H, s), 3.71 (2H, m), 2.23 (2H, m), 2.07 (2H, m). Reactants: CCCCCCCCCC(C)NC(=O)C=C(C)c1cccc(N)c1, Cc1ccccc1, O=C1C=CC(=O)O1. The product is CCCCCCCCCC(C)NC(=O)C=C(C)c1cccc(NC(=O)C=CC(=O)O)c1. RXN SMILES: [CH3:1][CH:2]([CH2:3][CH2:4][CH2:5][CH2:6][CH2:7][CH2:8][CH2:9][CH2:10][CH3:11])[NH:12][C:13]([CH:14]=[C:15]([CH3:16])[c:17]1[cH:18][c:19]([NH2:23])[cH:20][cH:21][cH:22]1)=[O:24].[CH3:32][c:33]1[cH:34][cH:35][cH:36][cH:37][cH:38]1.[O:25]=[C:26]1[O:27][C:28](=[O:29])[CH:30]=[CH:31]1>>[CH3:1][CH:2]([CH2:3][CH2:4][CH2:5][CH2:6][CH2:7][CH2:8][CH2:9][CH2:10][CH3:11])[NH:12][C:13]([CH:14]=[C:15]([CH3:16])[c:17]1[cH:18][c:19]([NH:23][C:28](=[O:29])[CH:30]=[CH:31][C:26](=[O:25])[OH:27])[cH:20][cH:21][cH:22]1)=[O:24]. Reactants: solution, C1(=CC=CC=C1)[Mg]Br (phenylmagnesium bromide), CCOCC (ether), FC1=C(C(=C(C(=C1S(=O)C1=C(C(=C(C(=C1F)F)F)F)F)F)F)F)F (pentafluorophenyl sulfoxide), OS(=O)(=O)C(F)(F)F (triflic acid). The solvent is C1=CC=CC=C1 (benzene). Run at time 3 hour. Product: [O-]S(=O)(=O)C(F)(F)F.FC1=C(C(=C(C(=C1[S+](C1=CC=CC=C1)C1=C(C(=C(C(=C1F)F)F)F)F)F)F)F)F (di(pentafluorophenyl)phenyl sulfonium triflate). The yield is 10.0%. RXN SMILES: [C:1]1([Mg]Br)[CH:6]=[CH:5][CH:4]=[CH:3][CH:2]=1.CCOCC.[F:14][C:15]1[C:20]([S:21]([C:23]2[C:28]([F:29])=[C:27]([F:30])[C:26]([F:31])=[C:25]([F:32])[C:24]=2[F:33])=O)=[C:19]([F:34])[C:18]([F:35])=[C:17]([F:36])[C:16]=1[F:37].[OH:38][S:39]([C:42]([F:45])([F:44])[F:43])(=[O:41])=[O:40]>C1C=CC=CC=1>[O-:41][S:39]([C:42]([F:45])([F:44])[F:43])(=[O:40])=[O:38].[F:14][C:15]1[C:20]([S+:21]([C:23]2[C:28]([F:29])=[C:27]([F:30])[C:26]([F:31])=[C:25]([F:32])[C:24]=2[F:33])[C:1]2[CH:6]=[CH:5][CH:4]=[CH:3][CH:2]=2)=[C:19]([F:34])[C:18]([F:35])=[C:17]([F:36])[C:16]=1[F:37] |f:5.6|. Procedure details: A 3M solution of phenylmagnesium bromide in ether (17 ml, 0.05 mole) is heated slowly to 80° C. under vacuum to remove the ether. 8 ml benzene and 17 ml heptane were then added and subsequently pentafluorophenyl sulfoxide (3.8 g, 0.01 mole), dissolved in 15 ml benzene, was added dropwise at 80° C. over one hour. After stirring for three hours, the solution is allowed to cool to room temperature, followed by the addition of 33 ml of 25% triflic acid. The organic layer was separated and extracted ... Reactants: O=C([O-])[O-], C=CCBr, CN(C)C=O, Cl, [K+], [K+], CN(C)C=NS(=O)(=O)c1cc(C(=O)c2ccc(O)c(Cl)c2Cl)ccc1Cl. As a reaction SMILES: [C:31](=[O:32])([O-:33])[O-:34].[CH2:1]([CH:2]=[CH2:3])[Br:4].[CH3:38][N:39]([CH3:40])[CH:41]=[O:42].[ClH:37].[K+:35].[K+:36].[OH:5][c:6]1[c:7]([Cl:30])[c:8]([Cl:29])[c:9]([C:10](=[O:11])[c:12]2[cH:13][c:14]([S:19](=[O:20])(=[O:21])[N:22]=[CH:23][N:24]([CH3:25])[CH3:26])[c:15]([Cl:18])[cH:16][cH:17]2)[cH:27][cH:28]1>>[CH2:1]([CH:2]=[CH2:3])[O:5][c:6]1[c:7]([Cl:30])[c:8]([Cl:29])[c:9]([C:10](=[O:11])[c:12]2[cH:13][c:14]([S:19](=[O:20])(=[O:21])[N:22]=[CH:23][N:24]([CH3:25])[CH3:26])[c:15]([Cl:18])[cH:16][cH:17]2)[cH:27][cH:28]1. The product is C=CCOc1ccc(C(=O)c2ccc(Cl)c(S(=O)(=O)N=CN(C)C)c2)c(Cl)c1Cl. The reactants are N1([C@H](C(=O)O)CCC1)C(=O)OCC1=CC=CC=C1 (Z-Pro-OH), C(CCC)N (n-butylamine), ester, Example 3 ( a ). Yields the product N1([C@H](C(=O)NCCCC)CCC1)C(=O)OCC1=CC=CC=C1 (Z-Pro-NHCH2CH2CH2CH3). As a reaction SMILES: [N:1]1([C:9]([O:11][CH2:12][C:13]2[CH:18]=[CH:17][CH:16]=[CH:15][CH:14]=2)=[O:10])[CH2:8][CH2:7][CH2:6][C@H:2]1[C:3]([OH:5])=O.[CH2:19]([NH2:23])[CH2:20][CH2:21][CH3:22]>>[N:1]1([C:9]([O:11][CH2:12][C:13]2[CH:18]=[CH:17][CH:16]=[CH:15][CH:14]=2)=[O:10])[CH2:8][CH2:7][CH2:6][C@H:2]1[C:3]([NH:23][CH2:19][CH2:20][CH2:21][CH3:22])=[O:5]. Procedure: 12.5 g. (0.05 M) of Z-Pro-OH is converted to active ester as in Example 3 (a) and, with the addition of 5.7 ml. (0.06 M) of n-butylamine, it is stirred for 12 hours. The dioxane is distilled off under reduced pressure and the residue is dissolved in ethyl acetate. The ethyl acetate layer is washed with 5% NaHCO3 and 1N-HCl, followed by drying. The ethyl acetate is distilled off under reduced pressure and, following the addition of petroleum benzin, the residue is filtered. The crude product is r...